From a dataset of the Open Reaction Database (ORD), a public repository of structured organic reaction records. describe an organic reaction: reactants, conditions, products, and yield Reactants: O=c1[nH]cncc1Br, C1CCOC1, Clc1ccc(CBr)cc1, [H-], [Na+], CN(C)C=O. RXN SMILES: [Br:3][c:4]1[c:5](=[O:10])[nH:6][cH:7][n:8][cH:9]1.[CH2:20]1[O:21][CH2:22][CH2:23][CH2:24]1.[Cl:11][c:12]1[cH:13][cH:14][c:15]([CH2:16][Br:17])[cH:18][cH:19]1.[H-:1].[Na+:2].[O:25]=[CH:26][N:27]([CH3:28])[CH3:29]>>[Br:3][c:4]1[c:5](=[O:10])[n:6]([CH2:16][c:15]2[cH:14][cH:13][c:12]([Cl:11])[cH:19][cH:18]2)[cH:7][n:8][cH:9]1. Yields the product O=c1c(Br)cncn1Cc1ccc(Cl)cc1. Reaction SMILES: [Br:1][CH2:2][CH:3]=[CH:4][P:5]([O:6][CH2:7][CH3:8])([O:9][CH2:10][CH3:11])=[O:12].[CH2:13]([CH3:14])[O:15][C:16](=[O:17])[O:18][NH:19][C:20]([O:21][CH2:22][CH3:23])=[O:24].[CH3:26][CH2:27][O:28][C:29](=[O:30])[CH3:31].[CH3:32][N:33]([CH3:34])[CH:35]=[O:36].[OH2:25]>>[CH2:2]([CH:3]=[CH:4][P:5]([O:6][CH2:7][CH3:8])([O:9][CH2:10][CH3:11])=[O:12])[N:19]([O:18][C:16]([O:15][CH2:13][CH3:14])=[O:17])[C:20]([O:21][CH2:22][CH3:23])=[O:24]. Reactants: CCOP(=O)(C=CCBr)OCC, CCOC(=O)NOC(=O)OCC, CCOC(C)=O, CN(C)C=O, O. Yields the product CCOC(=O)ON(CC=CP(=O)(OCC)OCC)C(=O)OCC. Starting materials: O (water), [N+](=O)([O-])C1=CC=C(C=C1)C1=CC=C(C=C1)NC(=O)[C@H]1[C@@H](CCC1)C(=O)O (rac-trans-2-(4′-nitro-biphenyl-4-ylcarbamoyl)-cyclopentanecarboxylic acid), CI (methyl iodide), [H-].[Na+] (sodium hydride). The solvent is CN(C)C=O (DMF). Conditions: time 15 minute. The product is CN(C(=O)[C@H]1[C@@H](CCC1)C(=O)O)C1=CC=C(C=C1)C1=CC=C(C=C1)[N+](=O)[O-] (rac-trans-2-[methyl-(4′-nitro-biphenyl-4-yl)-carbamoyl]-cyclopentanecarboxylic acid). Reaction SMILES: [N+:1]([C:4]1[CH:9]=[CH:8][C:7]([C:10]2[CH:15]=[CH:14][C:13]([NH:16][C:17]([C@@H:19]3[CH2:23][CH2:22][CH2:21][C@H:20]3[C:24]([OH:26])=[O:25])=[O:18])=[CH:12][CH:11]=2)=[CH:6][CH:5]=1)([O-:3])=[O:2].[H-].[Na+].[CH3:29]I.O>CN(C=O)C>[CH3:29][N:16]([C:13]1[CH:14]=[CH:15][C:10]([C:7]2[CH:6]=[CH:5][C:4]([N+:1]([O-:3])=[O:2])=[CH:9][CH:8]=2)=[CH:11][CH:12]=1)[C:17]([C@@H:19]1[CH2:23][CH2:22][CH2:21][C@H:20]1[C:24]([OH:26])=[O:25])=[O:18] |f:1.2|. Reported procedure: To a solution of rac-trans-2-(4′-nitro-biphenyl-4-ylcarbamoyl)-cyclopentanecarboxylic acid (3.54 g, 10 mmol) in DMF cooled at 0° C. was added sodium hydride (0.48 g, 12 mmol) gradually. The mixture was stirred at room temperature for 15 min followed by the addition of methyl iodide (0.7 mL). The reaction mixture was stirred for 2 h. The reaction was then mixed with water and extracted with ethyl acetate. The organic layer was washed with water and brine. The organic layer dried over sodium sulfa... Reactants: Cc1ccc(-c2cccc([N+](=O)[O-])c2)cc1, CC(C)O, Cl[Fe](Cl)Cl, NN, O. Product: Cc1ccc(-c2cccc(N)c2)cc1. Reaction SMILES: [CH3:1][c:2]1[cH:3][cH:4][c:5](-[c:8]2[cH:9][c:10]([N+:14]([O-:15])=[O:16])[cH:11][cH:12][cH:13]2)[cH:6][cH:7]1.[CH:20]([OH:21])([CH3:22])[CH3:23].[Cl:24][Fe:25]([Cl:26])[Cl:27].[NH2:18][NH2:19].[OH2:17]>>[CH3:1][c:2]1[cH:3][cH:4][c:5](-[c:8]2[cH:9][c:10]([NH2:14])[cH:11][cH:12][cH:13]2)[cH:6][cH:7]1. Reactants: N(=[N+]=[N-])C=1C(=CC2=C3N([C@H](COC31)C)C=C(C2=O)C(=O)OCC)F (ethyl (S)-10-azido-9-fluoro-2,3-dihydro-3-methyl-7-oxo-7H-pyrido[1,2,3-de][1,4]benzoxazine-6-carboxylate), C(C)O (Ethanol). Reagents/catalysts: [Pd] (palladium-on-carbon). Solvent: CN(C=O)C (dimethylformamide), CN(C=O)C (dimethylformamide). Conditions: temperature 0 celsius. The product is NC=1C(=CC2=C3N([C@H](COC31)C)C=C(C2=O)C(=O)OCC)F (Ethyl (S)-10-amino-9-fluoro-2,3-dihydro-3-methyl-7-oxo-7H-pyrido[1,2,3-de][1,4]benzoxazine-6-carboxylate). Isolated yield 78.6%. As a reaction SMILES: [N:1]([C:4]1[C:5]([F:24])=[CH:6][C:7]2[C:17](=[O:18])[C:16]([C:19]([O:21][CH2:22][CH3:23])=[O:20])=[CH:15][N:9]3[C@@H:10]([CH3:14])[CH2:11][O:12][C:13]=1[C:8]=23)=[N+]=[N-].C(O)C>CN(C)C=O.[Pd]>[NH2:1][C:4]1[C:5]([F:24])=[CH:6][C:7]2[C:17](=[O:18])[C:16]([C:19]([O:21][CH2:22][CH3:23])=[O:20])=[CH:15][N:9]3[C@@H:10]([CH3:14])[CH2:11][O:12][C:13]=1[C:8]=23. Procedure: A slurry of 701 g of ethyl (S)-10-azido-9-fluoro-2,3-dihydro-3-methyl-7-oxo-7H-pyrido[1,2,3-de][1,4]benzoxazine-6-carboxylate in 6.0 of dimethylformamide was charged to the five gallon autoclave. After placing the vessel under nitrogen, a slurry of 45 g of 10% palladium-on-carbon in 700 ml of dimethylformamide was added. The mixture was hydrogenated at 48-50 psi and 600 RPM. A 10° C. rise in temperature was observed during the first thirty minutes of reaction. The reaction mixture was filtered a... The reactants are C1CCOC1, COC(=O)c1ccc(-c2ccc(CC3CCN(N4CCC(O[Si](C(C)C)(C(C)C)C(C)C)CC4)C3=O)c(Cl)c2)cc1, [Li+], [OH-]. The product is CC(C)[Si](OC1CCN(N2CCC(Cc3ccc(-c4ccc(C(=O)O)cc4)cc3Cl)C2=O)CC1)(C(C)C)C(C)C. As a reaction SMILES: [CH2:44]1[O:45][CH2:46][CH2:47][CH2:48]1.[CH3:1][O:2][C:3](=[O:4])[c:5]1[cH:6][cH:7][c:8](-[c:11]2[cH:12][c:13]([Cl:41])[c:14]([CH2:17][CH:18]3[C:19](=[O:40])[N:20]([N:23]4[CH2:24][CH2:25][CH:26]([O:29][Si:30]([CH:31]([CH3:32])[CH3:33])([CH:34]([CH3:35])[CH3:36])[CH:37]([CH3:38])[CH3:39])[CH2:27][CH2:28]4)[CH2:21][CH2:22]3)[cH:15][cH:16]2)[cH:9][cH:10]1.[Li+:43].[OH-:42]>>[O:2]=[C:3]([OH:4])[c:5]1[cH:6][cH:7][c:8](-[c:11]2[cH:12][c:13]([Cl:41])[c:14]([CH2:17][CH:18]3[C:19](=[O:40])[N:20]([N:23]4[CH2:24][CH2:25][CH:26]([O:29][Si:30]([CH:31]([CH3:32])[CH3:33])([CH:34]([CH3:35])[CH3:36])[CH:37]([CH3:38])[CH3:39])[CH2:27][CH2:28]4)[CH2:21][CH2:22]3)[cH:15][cH:16]2)[cH:9][cH:10]1. Starting materials: C(C)OC=1C=NC(=NC1)C1=C(C(=O)N[C@@H]2[C@H](CCC2)NC2=NC=C(N=C2)C(F)(F)F)C=CC=C1 (2-(5-Ethoxypyrimidin-2-yl)-N-[(1S,2S)-2-{[5-(trifluoromethyl)pyrazin-2-yl]amino}cyclopentyl]benzamide), CC1=NOC(=N1)C1=C(C(=O)O)C=CC=C1 (2-(3-methyl-1,2,4-oxadiazol-5-yl)benzoic acid), Cl.FC=1C(=NC=C(C1)C(F)(F)F)N[C@@H]1[C@H](CCC1)N ((1S,2S)-1-N-[3-fluoro-5-(trifluoromethyl)pyridin-2-yl]cyclopentane-1,2-diamine hydrochloride), Cl.FC=1C(=NC=C(C1)C(F)(F)F)N[C@@H]1[C@H](CCC1)N ((1S,2S)-1-N-[3-fluoro-5-(trifluoromethyl)pyridin-2-yl]cyclopentane-1,2-diamine hydrochloride). Product: FC=1C(=NC=C(C1)C(F)(F)F)N[C@@H]1[C@H](CCC1)NC(C1=C(C=CC=C1)C1=NC(=NO1)C)=O (N-[(1S,2S)-2-{[3-Fluoro-5-(trifluoromethyl)pyridin-2-yl]amino}cyclopentyl]-2-(3-methyl-1,2,4-oxadiazol-5-yl)benzamide). As a reaction SMILES: C(OC1C=NC(C2C=CC=CC=2C(N[C@H]2CCC[C@@H]2NC2C=NC(C(F)(F)F)=CN=2)=O)=NC=1)C.Cl.[F:36][C:37]1[C:38]([NH:47][C@H:48]2[CH2:52][CH2:51][CH2:50][C@@H:49]2[NH2:53])=[N:39][CH:40]=[C:41]([C:43]([F:46])([F:45])[F:44])[CH:42]=1.[CH3:54][C:55]1[N:59]=[C:58]([C:60]2[CH:68]=[CH:67][CH:66]=[CH:65][C:61]=2[C:62](O)=[O:63])[O:57][N:56]=1>>[F:36][C:37]1[C:38]([NH:47][C@H:48]2[CH2:52][CH2:51][CH2:50][C@@H:49]2[NH:53][C:62](=[O:63])[C:61]2[CH:65]=[CH:66][CH:67]=[CH:68][C:60]=2[C:58]2[O:57][N:56]=[C:55]([CH3:54])[N:59]=2)=[N:39][CH:40]=[C:41]([C:43]([F:46])([F:44])[F:45])[CH:42]=1 |f:1.2|. Reported procedure: Prepared according to the procedure for 2-(5-Ethoxypyrimidin-2-yl)-N-[(1S,2S)-2-{[5-(trifluoromethyl)pyrazin-2-yl]amino}cyclopentyl]benzamide (Example 135) from (1S,2S)-1-N-[3-fluoro-5-(trifluoromethyl)pyridin-2-yl]cyclopentane-1,2-diamine hydrochloride (Intermediate 34: 450 mg, 1.71 mmol) and 2-(3-methyl-1,2,4-oxadiazol-5-yl)benzoic acid (CAS number 475105-77-2; 349 mg, 1.71 mmol) except after the reaction was complete it was partitioned between DCM and a saturated solution of sodium bicarbonat... Starting materials: C1CCOC1, CC[Si](CC)(CC)OC(C=CCC(C)(C)CCCC=CCO)(C(F)(F)F)C(F)(F)F, CC(C)OC(=O)N=NC(=O)OC(C)C, Sc1nc2ccccc2s1, c1ccc(P(c2ccccc2)c2ccccc2)cc1. The product is CC[Si](CC)(CC)OC(C=CCC(C)(C)CCCC=CCSc1nc2ccccc2s1)(C(F)(F)F)C(F)(F)F. RXN SMILES: [CH2:74]1[O:75][CH2:76][CH2:77][CH2:78]1.[F:30][C:31]([C:32]([CH:33]=[CH:34][CH2:35][C:36]([CH2:37][CH2:38][CH2:39][CH:40]=[CH:41][CH2:42][OH:43])([CH3:44])[CH3:45])([C:46]([F:47])([F:48])[F:49])[O:50][Si:51]([CH2:52][CH3:53])([CH2:54][CH3:55])[CH2:56][CH3:57])([F:58])[F:59].[O:60]=[C:61]([O:62][CH:63]([CH3:64])[CH3:65])[N:66]=[N:67][C:68]([O:69][CH:70]([CH3:71])[CH3:72])=[O:73].[SH:1][c:2]1[s:3][c:4]2[c:5]([n:6]1)[cH:7][cH:8][cH:9][cH:10]2.[c:11]1([P:12]([c:13]2[cH:14][cH:15][cH:16][cH:17][cH:18]2)[c:19]2[cH:20][cH:21][cH:22][cH:23][cH:24]2)[cH:25][cH:26][cH:27][cH:28][cH:29]1>>[S:1]([c:2]1[s:3][c:4]2[c:5]([n:6]1)[cH:7][cH:8][cH:9][cH:10]2)[CH2:42][CH:41]=[CH:40][CH2:39][CH2:38][CH2:37][C:36]([CH2:35][CH:34]=[CH:33][C:32]([C:31]([F:30])([F:58])[F:59])([C:46]([F:47])([F:48])[F:49])[O:50][Si:51]([CH2:52][CH3:53])([CH2:54][CH3:55])[CH2:56][CH3:57])([CH3:44])[CH3:45]. Starting materials: O=C([O-])O, C1CCOC1, C=C(O[Si](C)(C)C)C1CCN(C(=O)OC(C)(C)C)CC1, [Na+], O=C1CCC(=O)N1Br. Product: CC(C)(C)OC(=O)N1CCC(C(=O)CBr)CC1. As a reaction SMILES: [C:21](=[O:22])([OH:23])[O-:24].[CH2:34]1[O:35][CH2:36][CH2:37][CH2:38]1.[CH3:1][Si:2]([O:3][C:4](=[CH2:5])[CH:6]1[CH2:7][CH2:8][N:9]([C:12](=[O:13])[O:14][C:15]([CH3:16])([CH3:17])[CH3:18])[CH2:10][CH2:11]1)([CH3:19])[CH3:20].[Na+:25].[O:26]=[C:27]1[N:28]([Br:33])[C:29](=[O:30])[CH2:31][CH2:32]1>>[CH2:3]([C:4](=[O:5])[CH:6]1[CH2:7][CH2:8][N:9]([C:12](=[O:13])[O:14][C:15]([CH3:16])([CH3:17])[CH3:18])[CH2:10][CH2:11]1)[Br:33]. Reactants: S(O)(O)(=O)=O (Sulfuric acid), ClC1=CC(=NC(=C1Cl)Cl)C(=O)OC (Methyl 4,5,6-trichloropicolinate), CC(C)O (2-propanol), 13C{1H}. Conditions: time 8 hour. Product: ClC1=CC(=NC(=C1Cl)Cl)C(=O)OC(C)C (Propan-2-yl 4,5,6-trichloropicolinate). Reaction SMILES: [Cl:1][C:2]1[C:7]([Cl:8])=[C:6]([Cl:9])[N:5]=[C:4]([C:10](OC)=[O:11])[CH:3]=1.S(=O)(=O)(O)O.[CH3:19][CH:20]([OH:22])[CH3:21]>>[Cl:1][C:2]1[C:7]([Cl:8])=[C:6]([Cl:9])[N:5]=[C:4]([C:10]([O:22][CH:20]([CH3:21])[CH3:19])=[O:11])[CH:3]=1. Reported procedure: Methyl 4,5,6-trichloropicolinate (14.19 grams (g), 59.0 millimoles (mmol)) was slurried in 2-propanol (150 milliliters (mL)) in a 250 mL round bottom flask equipped with a Dean-Stark trap and a reflux condenser. Sulfuric acid (98% H2SO4; 8.07 g, 82 mmol) was added, and the reaction mixture was heated to reflux. After 20 hours (h) at reflux, the majority of the 2-propanol (100 mL) was distilled overhead. The pot solidified upon cooling to room temperature. The resulting solid was stirred with eth...